This data is from the Open Reaction Database (ORD), a public repository of structured organic reaction records. The task is: describe an organic reaction: reactants, conditions, products, and yield Reaction SMILES: [CH2:1]([c:2]1[cH:3][cH:4][cH:5][cH:6][cH:7]1)[O:8][c:9]1[c:10](-[c:15]2[cH:16][c:17]([NH2:22])[c:18]([CH3:21])[cH:19][cH:20]2)[cH:11][cH:12][cH:13][cH:14]1.[CH3:37][O:38][CH2:39][CH2:40][O:41][CH2:42][CH2:43][O:44][CH3:45].[CH3:47][CH2:48][O:49][C:50]([CH3:51])=[O:52].[Cl:24][CH2:25][CH2:26][NH:27][CH2:28][CH2:29][Cl:30].[ClH:23].[ClH:46].[K+:31].[K+:32].[O-:33][C:34]([O-:35])=[O:36]>>[CH2:1]([c:2]1[cH:3][cH:4][cH:5][cH:6][cH:7]1)[O:8][c:9]1[c:10](-[c:15]2[cH:16][c:17]([N:22]3[CH2:25][CH2:26][NH:27][CH2:28][CH2:29]3)[c:18]([CH3:21])[cH:19][cH:20]2)[cH:11][cH:12][cH:13][cH:14]1.[ClH:24]. The reactants are Cc1ccc(-c2ccccc2OCc2ccccc2)cc1N, COCCOCCOC, CCOC(C)=O, ClCCNCCCl, Cl, Cl, [K+], [K+], O=C([O-])[O-]. Yields the product Cc1ccc(-c2ccccc2OCc2ccccc2)cc1N1CCNCC1, Cl. The reactants are CCOC(C)=O, CCOC(=O)C(C)(C)Oc1ccc2[nH]c(C)c(C(=O)OCc3ccccc3)c2c1, C1CCOC1, CCCCCC, [Li+], [OH-], O. The product is Cc1[nH]c2ccc(OC(C)(C)C(=O)O)cc2c1C(=O)OCc1ccccc1. As a reaction SMILES: [C:38]([O:39][CH2:40][CH3:41])(=[O:42])[CH3:43].[CH2:1]([c:2]1[cH:3][cH:4][cH:5][cH:6][cH:7]1)[O:8][C:9](=[O:10])[c:11]1[c:12]([CH3:29])[nH:13][c:14]2[cH:15][cH:16][c:17]([O:20][C:21]([CH3:22])([CH3:23])[C:24](=[O:25])[O:26][CH2:27][CH3:28])[cH:18][c:19]12.[CH2:32]1[O:33][CH2:34][CH2:35][CH2:36]1.[CH3:44][CH2:45][CH2:46][CH2:47][CH2:48][CH3:49].[Li+:31].[OH-:30].[OH2:37]>>[CH2:1]([c:2]1[cH:3][cH:4][cH:5][cH:6][cH:7]1)[O:8][C:9](=[O:10])[c:11]1[c:12]([CH3:29])[nH:13][c:14]2[cH:15][cH:16][c:17]([O:20][C:21]([CH3:22])([CH3:23])[C:24](=[O:25])[OH:26])[cH:18][c:19]12. The reactants are COC=1C=C(CC2NCCC3=CC(=CC(=C23)OC)OC)C=CC1OC (1-(3,4-Dimethoxy-benzyl)-6,8-dimethoxy-1,2,3,4-tetrahydroisoquinoline), BrCC(=O)Br (2-bromoacetyl bromide), C(C1=CC=CC=C1)N (benzylamine). Yields the product COC=1C=C(CC2N(CCC3=CC(=CC(=C23)OC)OC)CC(=O)NCC2=CC=CC=C2)C=CC1OC (2-[1-(3,4-Dimethoxy-benzyl)-6,8-dimethoxy-3,4-dihydro-1H-isoquinolin-2-yl]-N-benzyl-acetamide). Reaction SMILES: [CH3:1][O:2][C:3]1[CH:4]=[C:5]([CH:21]=[CH:22][C:23]=1[O:24][CH3:25])[CH2:6][CH:7]1[C:16]2[C:11](=[CH:12][C:13]([O:19][CH3:20])=[CH:14][C:15]=2[O:17][CH3:18])[CH2:10][CH2:9][NH:8]1.Br[CH2:27][C:28](Br)=[O:29].[CH2:31]([NH2:38])[C:32]1[CH:37]=[CH:36][CH:35]=[CH:34][CH:33]=1>>[CH3:1][O:2][C:3]1[CH:4]=[C:5]([CH:21]=[CH:22][C:23]=1[O:24][CH3:25])[CH2:6][CH:7]1[C:16]2[C:11](=[CH:12][C:13]([O:19][CH3:20])=[CH:14][C:15]=2[O:17][CH3:18])[CH2:10][CH2:9][N:8]1[CH2:27][C:28]([NH:38][CH2:31][C:32]1[CH:37]=[CH:36][CH:35]=[CH:34][CH:33]=1)=[O:29]. Procedure: prepared by reaction of 1-(3,4-Dimethoxy-benzyl)-6,8-dimethoxy-1,2,3,4-tetrahydroisoquinoline and 2-bromoacetyl bromide with benzylamine